This data is from the Open Reaction Database (ORD), a public repository of structured organic reaction records. The task is: describe an organic reaction: reactants, conditions, products, and yield Reactants: CC1=CC(=C(C#N)C#N)C=C(C=Cc2ccc(N(C)C)cc2)O1, CCOC(C)=O, Cc1c(O)cc2c(c1C)OC1(CCC1)CC2, [Cl-], [Cl-], [Cl-], [Cl-], [Ti+4]. Product: Cc1c(C)c2c(c(C=O)c1O)CCC1(CCC1)O2. RXN SMILES: [C:23]([C:24]([C:25]#[N:26])=[C:27]1[CH:28]=[C:29]([CH:30]=[CH:31][c:32]2[cH:33][cH:34][c:35]([N:36]([CH3:37])[CH3:38])[cH:39][cH:40]2)[O:41][C:42]([CH3:43])=[CH:44]1)#[N:45].[CH3:17][CH2:18][O:19][C:20]([CH3:21])=[O:22].[CH3:1][c:2]1[c:3]([OH:16])[cH:4][c:5]2[c:10]([c:11]1[CH3:12])[O:9][C:8]1([CH2:7][CH2:6]2)[CH2:13][CH2:14][CH2:15]1.[Cl-:46].[Cl-:47].[Cl-:48].[Cl-:49].[Ti+4:50]>>[CH3:1][c:2]1[c:3]([OH:16])[c:4]([CH:18]=[O:19])[c:5]2[c:10]([c:11]1[CH3:12])[O:9][C:8]1([CH2:7][CH2:6]2)[CH2:13][CH2:14][CH2:15]1.